Dataset: the Open Reaction Database (ORD), a public repository of structured organic reaction records. Task: describe an organic reaction: reactants, conditions, products, and yield The reactants are C1(=CC=CC=C1)P(C1=CC=CC=C1)C1=CC=CC=C1 (triphenylphosphine), BrN1C(CCC1=O)=O (N-bromosuccinimide), OCCCC1CCCC2=CC=CC=C12 (1-(3-hydroxypropyl)-1,2,3,4-tetrahydronaphthalene). Solvent: C(Cl)Cl (methylene chloride). Product: BrCCCC1CCCC2=CC=CC=C12 (1-(3-bromopropyl)-1,2,3,4-tetrahydronaphthalene). Yield: 102.0%. Reaction SMILES: O[CH2:2][CH2:3][CH2:4][CH:5]1[C:14]2[C:9](=[CH:10][CH:11]=[CH:12][CH:13]=2)[CH2:8][CH2:7][CH2:6]1.C1(P(C2C=CC=CC=2)C2C=CC=CC=2)C=CC=CC=1.[Br:34]N1C(=O)CCC1=O>C(Cl)Cl>[Br:34][CH2:2][CH2:3][CH2:4][CH:5]1[C:14]2[C:9](=[CH:10][CH:11]=[CH:12][CH:13]=2)[CH2:8][CH2:7][CH2:6]1. Procedure: Compound 94-1 (140 mg) was dissolved in methylene chloride (10 ml), triphenylphosphine (212 mg) and N-bromosuccinimide (144 g) were added under ice-cooling, and the mixture was stirred under ice-cooling for 2 hr, and at room temperature 16 hr. The reaction mixture was washed with water and saturated brine, and dried over anhydrous magnesium sulfate. The solvent was evaporated under reduced pressure. Diethyl ether (50 ml) was added, and the precipitated triphenylphosphine oxide was filtered off. ... Starting materials: CCCCCC.CCOC(=O)C (hexane EtOAc). Run in CC(=O)O (AcOH). Product: C1(CCCCC1)CCC\C=C/CCC(=O)O ((Z)-8-Cyclohexyl-4-octenoic acid). RXN SMILES: [CH3:1][CH2:2][CH2:3][CH2:4][CH2:5][CH3:6].CC[O:9][C:10]([CH3:12])=[O:11]>CC(O)=O>[CH:3]1([CH2:6][CH2:5][CH2:4]/[CH:3]=[CH:2]\[CH2:1][CH2:12][C:10]([OH:9])=[O:11])[CH2:2][CH2:1][CH2:6][CH2:5][CH2:4]1 |f:0.1|. Procedure details: Rf =0.6 in 1:1 hexane-EtOAc with 0.5% AcOH. The reactants are C(CCCCCCC)C=1C=NC(=NC1)C1=CC=C(C=C1)OCCCOCC(F)(F)OC(C(OC(C(OC(F)(F)F)(F)F)(F)F)(F)F)(F)F (5-Octyl-2-[4-(3-(2-(2-(2-(trifluoromethoxy)tetrafluoroethoxy)tetrafluoroethoxy)-2,2-difluoroethoxy)propoxy)phenyl]pyrimidine), C(CCCCCC)C=1C=NC(=NC1)C1=CC=C(C=C1)O (5-heptyl-2-(4-hydroxyphenyl)pyrimidine). Product: C(CCCCCC)C=1C=NC(=NC1)C1=CC=C(C=C1)OCCCOCC(F)(F)OC(C(OC(C(OC(F)(F)F)(F)F)(F)F)(F)F)(F)F (5-Heptyl-2-[4-(3-(2-(2-(2-(trifluoromethoxy)tetrafluoroethoxy)tetrafluoroethoxy)-2,2-difluoroethoxy)propoxy)-phenyl]pyrimidine), crude product. As a reaction SMILES: [CH2:1]([C:9]1[CH:10]=[N:11][C:12]([C:15]2[CH:20]=[CH:19][C:18]([O:21][CH2:22][CH2:23][CH2:24][O:25][CH2:26][C:27]([O:30][C:31]([F:48])([F:47])[C:32]([F:46])([F:45])[O:33][C:34]([F:44])([F:43])[C:35]([F:42])([F:41])[O:36][C:37]([F:40])([F:39])[F:38])([F:29])[F:28])=[CH:17][CH:16]=2)=[N:13][CH:14]=1)[CH2:2][CH2:3][CH2:4][CH2:5][CH2:6][CH2:7]C.C(C1C=NC(C2C=CC(O)=CC=2)=NC=1)CCCCCC>>[CH2:1]([C:9]1[CH:14]=[N:13][C:12]([C:15]2[CH:20]=[CH:19][C:18]([O:21][CH2:22][CH2:23][CH2:24][O:25][CH2:26][C:27]([O:30][C:31]([F:48])([F:47])[C:32]([F:45])([F:46])[O:33][C:34]([F:43])([F:44])[C:35]([F:41])([F:42])[O:36][C:37]([F:38])([F:40])[F:39])([F:29])[F:28])=[CH:17][CH:16]=2)=[N:11][CH:10]=1)[CH2:2][CH2:3][CH2:4][CH2:5][CH2:6][CH3:7]. Procedure: The title compound was prepared essentially as in Example 1 by combining 3-(2-(2-(2-(trifluoromethoxy)tetrafluoroethoxy)tetrafluoroethoxy)-2,2-difluoroethoxy)propyl chloride (4.0 g, 8.4 mmol, Example 24) with 5-heptyl-2-(4-hydroxyphenyl)pyrimidine (2.3 g, 8.4 mmol). The resulting crude product was isolated essentially as described in Example 3 and purified by chromatography on silica gel, eluting with 10 vol. % ethyl acetate in hexane, followed by Kugelrohr distillation (215° C. at 0.3 torr) to ... The reactants are Cl (hydrochloric acid), C([O-])([O-])=O.[K+].[K+] (potassium carbonate), C(C1=CC=CC=C1)Br (benzyl bromide), C(C)OC(CC1=CC(=C(C=C1)O)O)=O (3,4-dihydroxylphenyl acetic acid ethyl ester). Run in CC(=O)C (acetone), O (water). Yields the product C(C)OC(CC1=CC(=C(C=C1)O)OCC1=CC=CC=C1)=O (3-benzyloxy-4-hydroxyphenylacetic acid ethyl ester). Yield: 45.0%. Reaction SMILES: [CH2:1]([O:3][C:4](=[O:14])[CH2:5][C:6]1[CH:11]=[CH:10][C:9]([OH:12])=[C:8]([OH:13])[CH:7]=1)[CH3:2].C(=O)([O-])[O-].[K+].[K+].[CH2:21](Br)[C:22]1[CH:27]=[CH:26][CH:25]=[CH:24][CH:23]=1.Cl>CC(C)=O.O>[CH2:1]([O:3][C:4](=[O:14])[CH2:5][C:6]1[CH:11]=[CH:10][C:9]([OH:12])=[C:8]([O:13][CH2:21][C:22]2[CH:27]=[CH:26][CH:25]=[CH:24][CH:23]=2)[CH:7]=1)[CH3:2] |f:1.2.3|. Reported procedure: To a solution of 5.79 g of 3,4-dihydroxylphenyl acetic acid ethyl ester dissolved in dry acetone were added 4.48 g of potassium carbonate and 4.15 ml of benzyl bromide. The mixture was heated to reflux until the starting materials were exhausted; and then the solvent was distilled off under reduced pressure. To the residues thus obtained was added 50 ml of water; and the mixture was acidified with concentrated hydrochloric acid and extracted with dichloromethane. The organic layer was dried over... Starting materials: 4-C6H5CH2C6H4, C(C1=CC=CC=C1)OC1=CC=C(C=C1)CCC=CCCCCC(C(CC)=O)C(CC)=O (4-[8-(4-benzyloxyphenyl)-5-octenyl]-3,5-heptanedione). Reagents/catalysts: [Pd] (palladium-on-carbon). Yields the product OC1=CC=C(C=C1)CCCCCCCCC(C(CC)=O)C(CC)=O (4-[8-(4-Hydroxyphenyl)octyl]-3,5-heptanedione). Reaction SMILES: C([O:8][C:9]1[CH:14]=[CH:13][C:12]([CH2:15][CH2:16][CH:17]=[CH:18][CH2:19][CH2:20][CH2:21][CH2:22][CH:23]([C:28](=[O:31])[CH2:29][CH3:30])[C:24](=[O:27])[CH2:25][CH3:26])=[CH:11][CH:10]=1)C1C=CC=CC=1>[Pd]>[OH:8][C:9]1[CH:10]=[CH:11][C:12]([CH2:15][CH2:16][CH2:17][CH2:18][CH2:19][CH2:20][CH2:21][CH2:22][CH:23]([C:24](=[O:27])[CH2:25][CH3:26])[C:28](=[O:31])[CH2:29][CH3:30])=[CH:13][CH:14]=1. Procedure: [I; Ar is 4-C6H5CH2C6H4, R0 is H, R' and R" are CH3CH2CO, Y is CH2CH2CH2CH2CH2CH2 ] was prepared by hydrogenating 4-[8-(4-benzyloxyphenyl)-5-octenyl]-3,5-heptanedione in the presence of palladium-on-carbon catalyst, and obtained as colorless crystals, m.p. 164°-165° C. The reactants are ClC1=NC(=NC=C1C(=S)OCC)C (ethyl 4-chloro-2-methylthiopyrimidine-5-carboxylate), CN (methylamine). The product is CNC1=NC(=NC=C1C(=S)OCC)C (ethyl 4-methylamino-2-methylthiopyrimidine-5-carboxylate). The yield is 88.0%. RXN SMILES: Cl[C:2]1[C:7]([C:8]([O:10][CH2:11][CH3:12])=[S:9])=[CH:6][N:5]=[C:4]([CH3:13])[N:3]=1.[CH3:14][NH2:15]>>[CH3:14][NH:15][C:2]1[C:7]([C:8]([O:10][CH2:11][CH3:12])=[S:9])=[CH:6][N:5]=[C:4]([CH3:13])[N:3]=1. Procedure details: Commercially available ethyl 4-chloro-2-methylthiopyrimidine-5-carboxylate (9.70 g) was reacted with methylamine in a similar manner to the second stage in Step 1 of Reference Example 1. The reaction mixture was purified by silica gel chromatography (chloroform/methanol) to give ethyl 4-methylamino-2-methylthiopyrimidine-5-carboxylate (8.37 g, yield 88%). Subsequently, the resulting compound was treated in a similar manner to Steps 1 and 2 of Reference Example 1 to give 4-methylamino-2-methylthi... Reactants: C(C)OC([C@H](CC1=CC=C(C=C1)OCC(=O)O)OC)=O ((2S)-3-(4-carboxymethoxy-phenyl)-2-methoxy-propionic acid ethyl ester), C(C1=CC=CC=C1)(C1=CC=CC=C1)N1CCNCC1 (1-benzhydryl-piperazine), C(C)O[C@H](C(=O)O)CC1=CC=C(C=C1)O[C@H](C)C(NCCC1=CC=C(C=C1)OC1=CC=CC=C1)=O ((2S,1R)-2-ethoxy-3-(4-{1-[2-(4-phenoxy-phenyl)-ethylcarbamoyl]-ethoxy}-phenyl)-propionic acid). Product: C(C1=CC=CC=C1)(C1=CC=CC=C1)N1CCN(CC1)C(COC1=CC=C(C=C1)C[C@@H](C(=O)O)OC)=O ((2S)-3-{4-[2-(4-benzhydryl-piperazin-1-yl)-2-oxo-ethoxy]-phenyl}-2-methoxy-propionic acid). Reaction SMILES: C([O:3][C:4](=[O:20])[C@@H:5]([O:18][CH3:19])[CH2:6][C:7]1[CH:12]=[CH:11][C:10]([O:13][CH2:14][C:15]([OH:17])=O)=[CH:9][CH:8]=1)C.[CH:21]([N:34]1[CH2:39][CH2:38][NH:37][CH2:36][CH2:35]1)([C:28]1[CH:33]=[CH:32][CH:31]=[CH:30][CH:29]=1)[C:22]1[CH:27]=[CH:26][CH:25]=[CH:24][CH:23]=1.C(O[C@@H](CC1C=CC(O[C@@H](C(=O)NCCC2C=CC(OC3C=CC=CC=3)=CC=2)C)=CC=1)C(O)=O)C>>[CH:21]([N:34]1[CH2:39][CH2:38][N:37]([C:15](=[O:17])[CH2:14][O:13][C:10]2[CH:9]=[CH:8][C:7]([CH2:6][C@H:5]([O:18][CH3:19])[C:4]([OH:3])=[O:20])=[CH:12][CH:11]=2)[CH2:36][CH2:35]1)([C:28]1[CH:33]=[CH:32][CH:31]=[CH:30][CH:29]=1)[C:22]1[CH:27]=[CH:26][CH:25]=[CH:24][CH:23]=1. Reported procedure: The title compound was prepared from (2S)-3-(4-carboxymethoxy-phenyl)-2-methoxy-propionic acid ethyl ester (PREPARATION 3, step 2) and 1-benzhydryl-piperazine via the same procedure used for the preparation of (2S,1R)-2-ethoxy-3-(4-{1-[2-(4-phenoxy-phenyl)-ethylcarbamoyl]-ethoxy}-phenyl)-propionic acid (Example 1, step 3) to produce a colorless oil. MS (ES) for C29H32N2O5 [M+H]+: 489.